This data is from the Open Reaction Database (ORD), a public repository of structured organic reaction records. The task is: describe an organic reaction: reactants, conditions, products, and yield Reactants: CC(=O)O, CN(C)C=O, Cn1cnc2c(Cl)nccc21, [Na], O, O, S. The product is Cn1cnc2c(=S)[nH]ccc21. Reaction SMILES: [CH3:16][C:17](=[O:18])[OH:19].[CH3:20][N:21]([CH3:22])[CH:23]=[O:24].[Cl:1][c:2]1[n:3][cH:4][cH:5][c:6]2[c:7]1[n:8][cH:9][n:10]2[CH3:11].[Na:14].[OH2:12].[OH2:15].[SH2:13]>>[c:2]1(=[S:13])[nH:3][cH:4][cH:5][c:6]2[c:7]1[n:8][cH:9][n:10]2[CH3:11].